Dataset: the Open Reaction Database (ORD), a public repository of structured organic reaction records. Task: describe an organic reaction: reactants, conditions, products, and yield The reactants are CC1=C2C(=NC=3C=CC(=CC13)C(F)(F)F)CCNCC2 (1,2,4,5-tetrahydro-11-methyl-9-trifluoromethyl-3H-azepino[4,5-b]quinoline), ClC(=O)OCC (ethyl chloroformate). Yields the product Cl.C(C)OC(=O)N1CCC2=NC=3C=CC(=CC3C(=C2CC1)C)C(F)(F)F (1,2,4,5-Tetrahydro-11-methyl-9-trifluoromethyl-3-azepino[4,5-b]quinoline-carboxylic acid ethyl ester hydrochloride). The yield is 90.0%. RXN SMILES: [CH3:1][C:2]1[C:11]2[CH:10]=[C:9]([C:12]([F:15])([F:14])[F:13])[CH:8]=[CH:7][C:6]=2[N:5]=[C:4]2[CH2:16][CH2:17][NH:18][CH2:19][CH2:20][C:3]=12.[Cl:21][C:22]([O:24][CH2:25][CH3:26])=[O:23]>>[ClH:21].[CH2:25]([O:24][C:22]([N:18]1[CH2:19][CH2:20][C:3]2[C:4](=[N:5][C:6]3[CH:7]=[CH:8][C:9]([C:12]([F:14])([F:13])[F:15])=[CH:10][C:11]=3[C:2]=2[CH3:1])[CH2:16][CH2:17]1)=[O:23])[CH3:26] |f:2.3|. Procedure: 1,2,4,5-Tetrahydro-11-methyl-9-trifluoromethyl-3-azepino[4,5-b]quinoline-carboxylic acid ethyl ester hydrochloride was prepared from 1,2,4,5-tetrahydro-11-methyl-9-trifluoromethyl-3H-azepino[4,5-b]quinoline and ethyl chloroformate analogous to Example 155. The reactants are C1(=CC=CC=C1)C(C(=O)Cl)C1=CC=CC=C1 (diphenylacetyl chloride), CN[C@@H]1CCC=2N(C3=CC=CC=C3C2CC(=O)OCCC)C1 (propyl [(7R)-7-(methylamino)-6,7,8,9-tetrahydropyrido[1,2-a]indol-10-yl]acetate). Product: C1(=CC=CC=C1)C(C(=O)N([C@@H]1CCC=2N(C3=CC=CC=C3C2CC(=O)O)C1)C)C1=CC=CC=C1 ({(7R)-7-[(diphenylacetyl)(methyl)amino]-6,7,8,9-tetrahydropyrido[1,2-a]indol-10-yl}acetic acid). RXN SMILES: [C:1]1([CH:7]([C:11]2[CH:16]=[CH:15][CH:14]=[CH:13][CH:12]=2)[C:8](Cl)=[O:9])[CH:6]=[CH:5][CH:4]=[CH:3][CH:2]=1.[CH3:17][NH:18][C@H:19]1[CH2:38][N:23]2[C:24]3[C:29]([C:30]([CH2:31][C:32]([O:34]CCC)=[O:33])=[C:22]2[CH2:21][CH2:20]1)=[CH:28][CH:27]=[CH:26][CH:25]=3>>[C:1]1([CH:7]([C:11]2[CH:16]=[CH:15][CH:14]=[CH:13][CH:12]=2)[C:8]([N:18]([CH3:17])[C@H:19]2[CH2:38][N:23]3[C:24]4[C:29]([C:30]([CH2:31][C:32]([OH:34])=[O:33])=[C:22]3[CH2:21][CH2:20]2)=[CH:28][CH:27]=[CH:26][CH:25]=4)=[O:9])[CH:6]=[CH:5][CH:4]=[CH:3][CH:2]=1. Procedure details: The title compound was prepared using analogous procedures described in Example 2 (Method B) from diphenylacetyl chloride and propyl [(7R)-7-(methylamino)-6,7,8,9-tetrahydropyrido[1,2-a]indol-10-yl]acetate. MS (+ESI) m/z: 453. Reactants: FC1=CC=C(C=C1)SC1=CC=C(O1)C1=CC(CC1)=NO (3-[5-(4-fluorophenylthio)-2-furyl]-2-cyclopentenone oxime), [BH3-]C#N.[Na+] (NaBH3CN). Run in C(C)(=O)O (acetic acid). Conditions: time 2.5 hour. Product: FC1=CC=C(C=C1)SC1=CC=C(O1)C1=CC(CC1)NO (N-[3-[5-(4-Fluorophenylthio)-2-furyl]-2-cyclopenten-1-yl]-N-hydroxylamine). The yield is 22.3%. As a reaction SMILES: [F:1][C:2]1[CH:7]=[CH:6][C:5]([S:8][C:9]2[O:13][C:12]([C:14]3[CH2:18][CH2:17][C:16](=[N:19][OH:20])[CH:15]=3)=[CH:11][CH:10]=2)=[CH:4][CH:3]=1.[BH3-]C#N.[Na+]>C(O)(=O)C>[F:1][C:2]1[CH:7]=[CH:6][C:5]([S:8][C:9]2[O:13][C:12]([C:14]3[CH2:18][CH2:17][CH:16]([NH:19][OH:20])[CH:15]=3)=[CH:11][CH:10]=2)=[CH:4][CH:3]=1 |f:1.2|. Reported procedure: To a stirred solution of 3-[5-(4-fluorophenylthio)-2-furyl]-2-cyclopentenone oxime (6 g; 20.8 mM) in acetic acid (40 ml) was added NaBH3CN (1.57 g; 24.9 mM) at room temperature. After stirring for 2.5 hr, acetic acid was removed. The residue was dissolved in ethyl acetate (150 ml), and the whole was washed with saturated aqueous NaHCO3 (80 ml). The aqueous layer was extracted with ethyl acetate (80 ml), and the combined organic layer washed with water (80 ml), brine (80 ml), dried over MgSO4, an... Starting materials: Cl.COC1=CC=C(CN2CC(C(=O)OC)CCC2)C=C1 (methyl N-(p-methoxybenzyl)nipecotate hydrochloride), [OH-].[Na+] (sodium hydroxide), CO (methanol). The solvent is O (water). Product: COC1=CC=C(CN2C(C(CCC2)=C)=O)C=C1 (1-(p-methoxybenzyl)-3-methylene-2-piperidone). Yield: 71.4%. As a reaction SMILES: Cl.[CH3:2][O:3][C:4]1[CH:20]=[CH:19][C:7]([CH2:8][N:9]2[CH2:18][CH2:17][CH2:16][CH:11]([C:12](OC)=O)[CH2:10]2)=[CH:6][CH:5]=1.[OH-:21].[Na+].CO>O>[CH3:2][O:3][C:4]1[CH:20]=[CH:19][C:7]([CH2:8][N:9]2[CH2:18][CH2:17][CH2:16][C:11](=[CH2:12])[C:10]2=[O:21])=[CH:6][CH:5]=1 |f:0.1,2.3|. Procedure: A solution of methyl N-(p-methoxybenzyl)nipecotate hydrochloride (30.7 g) and 8.4 g of sodium hydroxide in pg,20 900 ml of methanol and 45 ml of water is stirred at room temperature for seventeen hours. The solution is evaporated to dryness in vacuo, the residue diluted with toluene, and this again evaporated to dryness in vacuo. To the residue is added 1 liter of acetic anhydride and 140 ml of triethylamine, and the resulting mixture is heated under reflux for four hours. The reaction mixture i... Reported procedure: To a mixture of 2,2,6,6-tetramethylpyran-3,5-dione (described in U.S. Pat. No. 5,089,046A) (0.504 g, 2.96 mmol) and N,N-dimethylaminopyridine (1.45 g, 11.84 mmol) is added anhydrous chloroform (40 ml). To this solution is added crude 5-chloro-2-methylphenyllead triacetate (2.26 g, 4.44 mmol) in one portion, and the mixture is then heated at 40° C. for 17 hours (analysis), then for a further 23 hours at 45-50° C. The mixture is allowed to cool to room temperature, then diluted with ethyl acetate ... Run in C(C)(=O)OCC (ethyl acetate). The product is ClC=1C=CC(=C(C1)C1C(C(OC(C1=O)(C)C)(C)C)=O)C (4-(5-chloro-2-methylphenyl)-2,2,6,6-tetramethylpyran-3,5-dione). Reaction conditions: temperature 40 celsius, time 23 hour. Reaction SMILES: [CH3:1][C:2]1([CH3:12])[C:7](=[O:8])[CH2:6][C:5](=[O:9])[C:4]([CH3:11])([CH3:10])[O:3]1.C(Cl)(Cl)Cl.C([O-])(=O)C.C([O-])(=O)C.C([O-])(=O)C.[Cl:29][C:30]1[CH:31]=[CH:32][C:33]([CH3:37])=[C:34]([Pb+3])[CH:35]=1>C(OCC)(=O)C>[Cl:29][C:30]1[CH:35]=[CH:34][C:33]([CH3:37])=[C:32]([CH:6]2[C:7](=[O:8])[C:2]([CH3:12])([CH3:1])[O:3][C:4]([CH3:11])([CH3:10])[C:5]2=[O:9])[CH:31]=1 |f:2.3.4.5|. The reactants are CC1(OC(C(CC1=O)=O)(C)C)C (2,2,6,6-tetramethylpyran-3,5-dione), C(C)(=O)[O-].C(C)(=O)[O-].C(C)(=O)[O-].ClC=1C=CC(=C(C1)[Pb+3])C (5-chloro-2-methylphenyllead triacetate), N,N-dimethylaminopyridine, C(Cl)(Cl)Cl (chloroform). Starting materials: O=C(C1CC1)N1CCC(Cc2n[nH]c(=O)n2-c2ccc(Br)cc2)C1, COc1ccc(B(O)O)cc1, CCO, [K+], [K+], [K+], O, O=P([O-])([O-])[O-], c1ccc(P(c2ccccc2)(c2ccccc2)[Pd](P(c2ccccc2)(c2ccccc2)c2ccccc2)(P(c2ccccc2)(c2ccccc2)c2ccccc2)P(c2ccccc2)(c2ccccc2)c2ccccc2)cc1. Yields the product COc1ccc(-c2ccc(-n3c(CC4CCN(C(=O)C5CC5)C4)n[nH]c3=O)cc2)cc1. RXN SMILES: [Br:1][c:2]1[cH:3][cH:4][c:5](-[n:8]2[c:9](=[O:24])[nH:10][n:11][c:12]2[CH2:13][CH:14]2[CH2:15][N:16]([C:19](=[O:20])[CH:21]3[CH2:22][CH2:23]3)[CH2:17][CH2:18]2)[cH:6][cH:7]1.[CH3:25][O:26][c:27]1[cH:28][cH:29][c:30]([B:33]([OH:34])[OH:35])[cH:31][cH:32]1.[CH3:44][CH2:45][OH:46].[K+:41].[K+:42].[K+:43].[OH2:47].[P:36]([O-:37])([O-:38])([O-:39])=[O:40].[cH:48]1[cH:49][cH:50][c:51]([P:52]([Pd:53]([P:54]([c:55]2[cH:56][cH:57][cH:58][cH:59][cH:60]2)([c:61]2[cH:62][cH:63][cH:64][cH:65][cH:66]2)[c:67]2[cH:68][cH:69][cH:70][cH:71][cH:72]2)([P:73]([c:74]2[cH:75][cH:76][cH:77][cH:78][cH:79]2)([c:80]2[cH:81][cH:82][cH:83][cH:84][cH:85]2)[c:86]2[cH:87][cH:88][cH:89][cH:90][cH:91]2)[P:92]([c:93]2[cH:94][cH:95][cH:96][cH:97][cH:98]2)([c:99]2[cH:100][cH:101][cH:102][cH:103][cH:104]2)[c:105]2[cH:106][cH:107][cH:108][cH:109][cH:110]2)([c:111]2[cH:112][cH:113][cH:114][cH:115][cH:116]2)[c:117]2[cH:118][cH:119][cH:120][cH:121][cH:122]2)[cH:123][cH:124]1>>[c:2]1(-[c:30]2[cH:29][cH:28][c:27]([O:26][CH3:25])[cH:32][cH:31]2)[cH:3][cH:4][c:5](-[n:8]2[c:9](=[O:24])[nH:10][n:11][c:12]2[CH2:13][CH:14]2[CH2:15][N:16]([C:19](=[O:20])[CH:21]3[CH2:22][CH2:23]3)[CH2:17][CH2:18]2)[cH:6][cH:7]1. Reactants: C1(\C=C/C(=O)O1)=O (Maleic anhydride), C(CCCCCCC)[Sn](CCCCCCCC)=O (dioctyltin oxide). The product is C(\C=C/C(=O)[O-])(=O)[O-].C(CCCCCCC)[Sn+2]CCCCCCCC (Dioctyltin maleate). Reaction SMILES: [C:1]1(=[O:7])[O:6][C:4](=[O:5])[CH:3]=[CH:2]1.[CH2:8]([Sn:16](=[O:25])[CH2:17][CH2:18][CH2:19][CH2:20][CH2:21][CH2:22][CH2:23][CH3:24])[CH2:9][CH2:10][CH2:11][CH2:12][CH2:13][CH2:14][CH3:15]>>[C:1]([O-:6])(=[O:7])/[CH:2]=[CH:3]\[C:4]([O-:25])=[O:5].[CH2:17]([Sn+2:16][CH2:8][CH2:9][CH2:10][CH2:11][CH2:12][CH2:13][CH2:14][CH3:15])[CH2:18][CH2:19][CH2:20][CH2:21][CH2:22][CH2:23][CH3:24] |f:2.3|. Reported procedure: Maleic anhydride and dioctyltin oxide are mixed with one another, and the mixture is reacted in a twin-screw laboratory extruder in accordance with Example 1. Dioctyltin maleate (compound 4) is obtained as the end product in the form of a white free-flowing powder. The reactants are C(#N)C1=C(C=CC=C1)S(=O)(=O)N1CCN(CC1)C1=C(C=C(C=C1)N1C(O[C@H](C1)CNC(C)=O)=O)F ((S)-N-[[3-[4-[4-[(2-cyanophenyl)sulfonyl]-1-piperazinyl]-3-fluorophenyl]-2-oxo-5-oxazolidinyl]methyl]acetamide), C1=CC(=C(C(=C1)OO)C(=O)O)C(=O)O (Monoperoxyphthalic acid), magnesium salt hexahydrate. Run in CO (methanol). Run at time 2 hour. Yields the product C(#N)C1=C(C=CC=C1)S(=O)(=O)N1CCN(CC1)C1=C(C=C(C=C1)N1C(O[C@@H](C1)C[NH+](C(C)=O)[O-])=O)F ((S)-N-[[3-[4-[4-[(2-cyanophenyl)sulfonyl]-1-piperazinyl]-3-fluorophenyl]-2-oxo-5-oxazolidinyl]methyl]acetamide N-oxide). As a reaction SMILES: [C:1]([C:3]1[CH:8]=[CH:7][CH:6]=[CH:5][C:4]=1[S:9]([N:12]1[CH2:17][CH2:16][N:15]([C:18]2[CH:23]=[CH:22][C:21]([N:24]3[CH2:28][C@H:27]([CH2:29][NH:30][C:31](=[O:33])[CH3:32])[O:26][C:25]3=[O:34])=[CH:20][C:19]=2[F:35])[CH2:14][CH2:13]1)(=[O:11])=[O:10])#[N:2].C1C=C([O:42]O)C(C(O)=O)=C(C(O)=O)C=1>CO>[C:1]([C:3]1[CH:8]=[CH:7][CH:6]=[CH:5][C:4]=1[S:9]([N:12]1[CH2:13][CH2:14][N:15]([C:18]2[CH:23]=[CH:22][C:21]([N:24]3[CH2:28][C@@H:27]([CH2:29][NH+:30]([O-:42])[C:31](=[O:33])[CH3:32])[O:26][C:25]3=[O:34])=[CH:20][C:19]=2[F:35])[CH2:16][CH2:17]1)(=[O:11])=[O:10])#[N:2]. Procedure details: (S)-N-[[3-[4-[4-[(2-cyanophenyl)sulfonyl]-1-piperazinyl]-3-fluorophenyl]-2-oxo-5-oxazolidinyl]methyl]acetamide (VIII-G, R1=COCH3, R9=2-cyanophenyl, X1=F, X2=H) (0.5 g) is suspended in 10 mL of methanol. Monoperoxyphthalic acid, magnesium salt hexahydrate (80% pure, 0.616 g) is added and the reaction mixture is stirred at room temperature for 2 hours. The reaction is concentrated and the resulting oil is chromatographed on silica gel using 7% methanol (saturated with ammonia) in chloroform as elu...